From a dataset of the Open Reaction Database (ORD), a public repository of structured organic reaction records. describe an organic reaction: reactants, conditions, products, and yield Reactants: BrC1=NN=C2N1C1=C(C(=NC2)C2=NC=CC=C2)C=C(C=C1)F (1-bromo-8-fluoro-6-(2-pyridyl)-4H-s-triazolo[4,3-a][1,4]benzodiazepine), OCCN1CCNCC1 (1-(β-hydroxyethyl)piperazine). The product is FC=1C=CC2=C(C(=NCC=3N2C(=NN3)N3CCN(CC3)CCO)C3=NC=CC=C3)C1 (8-fluoro-1-[4-(β-hydroxyethyl)piperazino]-6-(2-pyridyl)-4H-s-triazolo[4,3-a][1,4]benzodiazepine). Reaction SMILES: Br[C:2]1[N:6]2[C:7]3[CH:21]=[CH:20][C:19]([F:22])=[CH:18][C:8]=3[C:9]([C:12]3[CH:17]=[CH:16][CH:15]=[CH:14][N:13]=3)=[N:10][CH2:11][C:5]2=[N:4][N:3]=1.[OH:23][CH2:24][CH2:25][N:26]1[CH2:31][CH2:30][NH:29][CH2:28][CH2:27]1>>[F:22][C:19]1[CH:20]=[CH:21][C:7]2[N:6]3[C:2]([N:29]4[CH2:30][CH2:31][N:26]([CH2:25][CH2:24][OH:23])[CH2:27][CH2:28]4)=[N:3][N:4]=[C:5]3[CH2:11][N:10]=[C:9]([C:12]3[CH:17]=[CH:16][CH:15]=[CH:14][N:13]=3)[C:8]=2[CH:18]=1. Reported procedure: In the manner given in Example 1, 1-bromo-8-fluoro-6-(2-pyridyl)-4H-s-triazolo[4,3-a][1,4]benzodiazepine is heated with excess 1-(β-hydroxyethyl)piperazine to give 8-fluoro-1-[4-(β-hydroxyethyl)piperazino]-6-(2-pyridyl)-4H-s-triazolo[4,3-a][1,4]benzodiazepine. The reactants are C(C)(=O)O[C@H]1[C@@H](C(CC1)(F)F)NCC1=CC=CC=C1 (trans-2-(benzylamino)-3,3-difluorocyclopentyl acetate), C(=O)([O-])[O-].[K+].[K+] (K2CO3). Run in CO (CH3OH). Reaction conditions: time 1 hour. The product is C(C1=CC=CC=C1)N[C@H]1[C@@H](CCC1(F)F)O (trans-2-(benzylamino)-3,3-difluorocyclopentanol). As a reaction SMILES: C([O:4][C@@H:5]1[CH2:9][CH2:8][C:7]([F:11])([F:10])[C@H:6]1[NH:12][CH2:13][C:14]1[CH:19]=[CH:18][CH:17]=[CH:16][CH:15]=1)(=O)C.C([O-])([O-])=O.[K+].[K+]>CO>[CH2:13]([NH:12][C@@H:6]1[C:7]([F:10])([F:11])[CH2:8][CH2:9][C@H:5]1[OH:4])[C:14]1[CH:15]=[CH:16][CH:17]=[CH:18][CH:19]=1 |f:1.2.3|. Reported procedure: To a stirred solution of trans-2-(benzylamino)-3,3-difluorocyclopentyl acetate (100 mg, 0.37 mmol) in CH3OH (2 mL), K2CO3(52 mg, 0.37 mmol) was added at room temperature. The reaction mixture was stirred at room temperature for 1 hour and concentrated in vacuo. The residue was dissolved in CH2Cl2, washed with brine, dried over anhydrous Na2SO4, filtered and concentrated in vacuo to afford trans-2-(benzylamino)-3,3-difluorocyclopentanol. MS ESI calc'd. for C12H15F2NO [M+H]+ 228. found 228. Reactants: O=Cc1ccncc1Br, CO, [K+], [C-]#[N+]CC(=O)N1CCCC1, [OH-]. The product is O=C(C1N=COC1c1ccncc1Br)N1CCCC1. RXN SMILES: [Br:1][c:2]1[cH:3][n:4][cH:5][cH:6][c:7]1[CH:8]=[O:9].[CH3:22][OH:23].[K+:11].[N+:12](#[C-:13])[CH2:14][C:15](=[O:16])[N:17]1[CH2:18][CH2:19][CH2:20][CH2:21]1.[OH-:10]>>[Br:1][c:2]1[cH:3][n:4][cH:5][cH:6][c:7]1[CH:8]1[O:9][CH:13]=[N:12][CH:14]1[C:15](=[O:16])[N:17]1[CH2:18][CH2:19][CH2:20][CH2:21]1. The reactants are C(C)(=O)OC=1C=C(C=CC1OC(C)=O)C(C(=O)OCC)C (Ethyl 3,4-diacetoxyphenylpropionate), NC12CC3CC(CC(C1)C3)C2 (1-aminoadamantane). Yields the product C12(CC3CC(CC(C1)C3)C2)NC(C(C)C2=CC(=C(C=C2)O)O)=O (N-Adamantyl-3,4-dihydroxyphenylpropionamide). As a reaction SMILES: C([O:4][C:5]1[CH:6]=[C:7]([CH:15]([CH3:21])[C:16]([O:18]CC)=O)[CH:8]=[CH:9][C:10]=1[O:11]C(=O)C)(=O)C.[NH2:22][C:23]12[CH2:32][CH:27]3[CH2:28][CH:29]([CH2:31][CH:25]([CH2:26]3)[CH2:24]1)[CH2:30]2>>[C:23]12([NH:22][C:16](=[O:18])[CH:15]([C:7]3[CH:8]=[CH:9][C:10]([OH:11])=[C:5]([OH:4])[CH:6]=3)[CH3:21])[CH2:30][CH:29]3[CH2:28][CH:27]([CH2:26][CH:25]([CH2:31]3)[CH2:24]1)[CH2:32]2. Procedure: Ethyl 3,4-diacetoxyphenylpropionate and 1-aminoadamantane were used to obtain N-Adamantyl-3,4-dihydroxyphenylpropionamide by carrying out the same procedures as described in Example 1.